From a dataset of the Open Reaction Database (ORD), a public repository of structured organic reaction records. describe an organic reaction: reactants, conditions, products, and yield Reactants: BrC=1C=CC2=C(C=C(O2)C(=O)C2=CC=CC=C2)C1 ((5-bromobenzofuran-2-yl)(phenyl)methanone), C(#N)[BH3-].[Na+] (sodium cyanoborohydride). Reagents/catalysts: [I-].[Zn+2].[I-] (zinc iodide). The solvent is ClCCCl (1,2-dichloroethane). Reaction conditions: time 30 minute. Yields the product C(C1=CC=CC=C1)C=1OC2=C(C1)C=C(C=C2)Br (2-Benzyl-5-bromobenzofuran). RXN SMILES: [Br:1][C:2]1[CH:3]=[CH:4][C:5]2[O:9][C:8]([C:10]([C:12]3[CH:17]=[CH:16][CH:15]=[CH:14][CH:13]=3)=O)=[CH:7][C:6]=2[CH:18]=1.C([BH3-])#N.[Na+]>[I-].[Zn+2].[I-].ClCCCl>[CH2:10]([C:8]1[O:9][C:5]2[CH:4]=[CH:3][C:2]([Br:1])=[CH:18][C:6]=2[CH:7]=1)[C:12]1[CH:13]=[CH:14][CH:15]=[CH:16][CH:17]=1 |f:1.2,3.4.5|. Procedure details: (5-bromobenzofuran-2-yl)(phenyl)methanone (2.0 g, 6.6 mmol), sodium cyanoborohydride (3.2 g, 51 mmol), zinc iodide (2.6 g, 13.2 mmol) and 1,2-dichloroethane (50 mL) were combined and heated to reflux for overnight. The mixture was cooled, quenched with saturated ammonium chloride, acidified with concentrated HCl and stirred for 30 minutes. The layers were separated, the aqueous layer was extracted with dichloromethane (2×100 mL) and the combined organic layers were washed with water (50 mL) and ...